Dataset: the Open Reaction Database (ORD), a public repository of structured organic reaction records. Task: describe an organic reaction: reactants, conditions, products, and yield Starting materials: CC(C)(C)OC(=O)N1CCCC(n2cc(-c3ccccc3)c(OCc3ccccc3)n2)C1, CCOCC, CCOC(C)=O, Cl. Yields the product c1ccc(COc2nn(C3CCCNC3)cc2-c2ccccc2)cc1, Cl. As a reaction SMILES: [CH2:2]([c:3]1[cH:4][cH:5][cH:6][cH:7][cH:8]1)[O:9][c:10]1[n:11][n:12]([CH:21]2[CH2:22][N:23]([C:27]([O:28][C:29]([CH3:30])([CH3:31])[CH3:32])=[O:33])[CH2:24][CH2:25][CH2:26]2)[cH:13][c:14]1-[c:15]1[cH:16][cH:17][cH:18][cH:19][cH:20]1.[CH3:34][CH2:35][O:36][CH2:37][CH3:38].[CH3:39][CH2:40][O:41][C:42](=[O:43])[CH3:44].[ClH:1]>>[CH2:2]([c:3]1[cH:4][cH:5][cH:6][cH:7][cH:8]1)[O:9][c:10]1[n:11][n:12]([CH:21]2[CH2:22][NH:23][CH2:24][CH2:25][CH2:26]2)[cH:13][c:14]1-[c:15]1[cH:16][cH:17][cH:18][cH:19][cH:20]1.[ClH:1].